From a dataset of the Open Reaction Database (ORD), a public repository of structured organic reaction records. describe an organic reaction: reactants, conditions, products, and yield Starting materials: Cc1sc(NC(Cc2ccccc2)(c2cc(F)cc(OC(F)(F)C(F)F)c2)c2ccc(F)c(O)c2)nc1C(F)(F)F, CC(C)I, [K+], [K+], O=C([O-])[O-], CN(C)C=O. Product: Cc1sc(NC(Cc2ccccc2)(c2cc(F)cc(OC(F)(F)C(F)F)c2)c2ccc(F)c(OC(C)C)c2)nc1C(F)(F)F. RXN SMILES: [F:1][c:2]1[c:3]([OH:41])[cH:4][c:5]([C:8]([CH2:9][c:10]2[cH:11][cH:12][cH:13][cH:14][cH:15]2)([NH:16][c:17]2[s:18][c:19]([CH3:26])[c:20]([C:22]([F:23])([F:24])[F:25])[n:21]2)[c:27]2[cH:28][c:29]([F:40])[cH:30][c:31]([O:33][C:34]([CH:35]([F:36])[F:37])([F:38])[F:39])[cH:32]2)[cH:6][cH:7]1.[I:48][CH:49]([CH3:50])[CH3:51].[K+:42].[K+:43].[O-:44][C:45]([O-:46])=[O:47].[O:52]=[CH:53][N:54]([CH3:55])[CH3:56]>>[F:1][c:2]1[c:3]([O:41][CH:49]([CH3:50])[CH3:51])[cH:4][c:5]([C:8]([CH2:9][c:10]2[cH:11][cH:12][cH:13][cH:14][cH:15]2)([NH:16][c:17]2[s:18][c:19]([CH3:26])[c:20]([C:22]([F:23])([F:24])[F:25])[n:21]2)[c:27]2[cH:28][c:29]([F:40])[cH:30][c:31]([O:33][C:34]([CH:35]([F:36])[F:37])([F:38])[F:39])[cH:32]2)[cH:6][cH:7]1.